Dataset: the Open Reaction Database (ORD), a public repository of structured organic reaction records. Task: describe an organic reaction: reactants, conditions, products, and yield Starting materials: C([C@H](O)[C@@H](O)C(=O)O)(=O)O.C(C)OC(C(C)(OC1=C(C=CC(=C1)C1CNCCC1)C)C)=O (2-methyl-2-(2-methyl-5-piperidin-3-yl-phenoxy)-propionic acid ethyl ester L-tartaric acid salt), FC(C1=CC=C(COC(=O)N2C=NC=C2)C=C1)(F)F (imidazole-1-carboxylic acid 4-trifluoromethyl-benzyl ester). The solvent is C(C)(=O)OCC (ethyl acetate). Reaction conditions: time 18 hour. Product: FC(C1=CC=C(COC(=O)N2CC(CCC2)C2=CC(=C(C=C2)C)OC(C)(C)C(=O)OCC)C=C1)(F)F (3-[3-(1-ethoxycarbonyl-1-methyl-ethoxy)-4-methyl-phenyl]-piperidine-1-carboxylic acid 4-trifluoromethyl-benzyl ester). The yield is 91.0%. As a reaction SMILES: C(O)(=O)[C@@H]([C@H](C(O)=O)O)O.[CH2:11]([O:13][C:14](=[O:32])[C:15]([CH3:31])([O:17][C:18]1[CH:23]=[C:22]([CH:24]2[CH2:29][CH2:28][CH2:27][NH:26][CH2:25]2)[CH:21]=[CH:20][C:19]=1[CH3:30])[CH3:16])[CH3:12].[F:33][C:34]([F:51])([F:50])[C:35]1[CH:49]=[CH:48][C:38]([CH2:39][O:40][C:41](N2C=CN=C2)=[O:42])=[CH:37][CH:36]=1>C(OCC)(=O)C>[F:33][C:34]([F:50])([F:51])[C:35]1[CH:49]=[CH:48][C:38]([CH2:39][O:40][C:41]([N:26]2[CH2:27][CH2:28][CH2:29][CH:24]([C:22]3[CH:21]=[CH:20][C:19]([CH3:30])=[C:18]([O:17][C:15]([C:14]([O:13][CH2:11][CH3:12])=[O:32])([CH3:31])[CH3:16])[CH:23]=3)[CH2:25]2)=[O:42])=[CH:37][CH:36]=1 |f:0.1|. Reported procedure: 2-methyl-2-(2-methyl-5-piperidin-3-yl-phenoxy)-propionic acid ethyl ester L-tartaric acid salt (Example 11; 155 mg, 0.34 mmol) was dissolved in 50 mL ethyl acetate and washed with 50 mL saturated aqueous NaHCO3. The organic phase was dried over Na2SO4 and concentrated under reduced pressure. The resultant oil was taken up in 3 mL toluene and imidazole-1-carboxylic acid 4-trifluoromethyl-benzyl ester (92 mg, 0.34 mmol) was added. The reaction was stirred for 18 h at room temperature under nitroge... The reactants are C=CC#N, CCO, O=C1Nc2ccccc2C1(O)c1cccc(Cl)c1. The product is N#CCCN1C(=O)C(O)(c2cccc(Cl)c2)c2ccccc21. As a reaction SMILES: [CH2:1]=[CH:2][C:3]#[N:4].[CH3:23][CH2:24][OH:25].[Cl:5][c:6]1[cH:7][c:8]([C:12]2([OH:22])[C:13](=[O:21])[NH:14][c:15]3[cH:16][cH:17][cH:18][cH:19][c:20]32)[cH:9][cH:10][cH:11]1>>[CH2:1]([CH2:2][C:3]#[N:4])[N:14]1[C:13](=[O:21])[C:12]([c:8]2[cH:7][c:6]([Cl:5])[cH:11][cH:10][cH:9]2)([OH:22])[c:20]2[c:15]1[cH:16][cH:17][cH:18][cH:19]2. Reactants: C(C)(=O)OC1=CC=C(C=C1)C1(SC2=C(N(C1=O)C)C=CC=C2)NCC(C)=O (2-(4-acetoxyphenyl)-2-(N-acetylmethylamino)-3,4-dihydro-4-methyl-3-oxo-2H-1,4-benzothiazine), [OH-].[Na+] (sodium hydroxide), Cl (hydrochloric acid). Run in O1CCCC1 (tetrahydrofuran), O1CCCC1 (tetrahydrofuran). Conditions: time 20 minute. Yields the product C(C)(=O)CNC1(SC2=C(N(C1=O)C)C=CC=C2)C2=CC=C(C=C2)O (2-(N-Acetylmethylamino)-3,4-dihydro-2-(4-hydroxyphenyl)-4-methyl-3-oxo-2H-1,4-benzothiazine). Isolated yield 91.6%. As a reaction SMILES: C([O:4][C:5]1[CH:10]=[CH:9][C:8]([C:11]2([NH:23][CH2:24][C:25](=[O:27])[CH3:26])[C:16](=[O:17])[N:15]([CH3:18])[C:14]3[CH:19]=[CH:20][CH:21]=[CH:22][C:13]=3[S:12]2)=[CH:7][CH:6]=1)(=O)C.[OH-].[Na+].Cl>O1CCCC1>[C:25]([CH2:24][NH:23][C:11]1([C:8]2[CH:7]=[CH:6][C:5]([OH:4])=[CH:10][CH:9]=2)[C:16](=[O:17])[N:15]([CH3:18])[C:14]2[CH:19]=[CH:20][CH:21]=[CH:22][C:13]=2[S:12]1)(=[O:27])[CH3:26] |f:1.2|. Reported procedure: To a stirred suspension of 2-(4-acetoxyphenyl)-2-(N-acetylmethylamino)-3,4-dihydro-4-methyl-3-oxo-2H-1,4-benzothiazine (3.2 g, compound No. 70) in tetrahydrofuran (20 ml), a mixture of 2N sodium hydroxide (20.8 ml) and tetrahydrofuran (20 ml) is added. The mixture is stirred for 20 minutes at room temperature and poured into 2N hydrochloric acid. The separated crystals are collected by filtration to give 2.6 g (91.6%) of the titled compound. Starting materials: CC1=C(C(=CC(=C1)C)C)S(=O)(=O)N(C(C)C1=CC=C(C=C1)OC1OCCCC1)C1=CC=C(C=C1)OCCN1CCCC1 (2,4,6-trimethyl-N-[4-(2-pyrrolidin-1-yl-ethoxy)-phenyl]-N-{1-[4-(tetrahydro-pyran-2-yloxy)-phenyl]-ethyl}-benzenesulfonamide), Cl (HCl). Solvent: C([O-])(O)=O.[Na+] (sodium bicarbonate), C(C)O (ethanol). Run at time 8 hour. Yields the product OC1=CC=C(C=C1)C(C)N(S(=O)(=O)C1=C(C=C(C=C1C)C)C)C1=CC=C(C=C1)OCCN1CCCC1 (N-[1-(4-hydroxy-phenyl)-ethyl]-2,4,6-trimethyl-N-[4-(2-pyrrolidin-1-yl-ethoxy)-phenyl]-benzenesulfonamide). The yield is 16.4%. RXN SMILES: [CH3:1][C:2]1[CH:7]=[C:6]([CH3:8])[CH:5]=[C:4]([CH3:9])[C:3]=1[S:10]([N:13]([C:29]1[CH:34]=[CH:33][C:32]([O:35][CH2:36][CH2:37][N:38]2[CH2:42][CH2:41][CH2:40][CH2:39]2)=[CH:31][CH:30]=1)[CH:14]([C:16]1[CH:21]=[CH:20][C:19]([O:22]C2CCCCO2)=[CH:18][CH:17]=1)[CH3:15])(=[O:12])=[O:11].Cl>C(O)C.C(=O)(O)[O-].[Na+]>[OH:22][C:19]1[CH:18]=[CH:17][C:16]([CH:14]([N:13]([C:29]2[CH:34]=[CH:33][C:32]([O:35][CH2:36][CH2:37][N:38]3[CH2:39][CH2:40][CH2:41][CH2:42]3)=[CH:31][CH:30]=2)[S:10]([C:3]2[C:4]([CH3:9])=[CH:5][C:6]([CH3:8])=[CH:7][C:2]=2[CH3:1])(=[O:12])=[O:11])[CH3:15])=[CH:21][CH:20]=1 |f:3.4|. Reported procedure: To a solution of crude 2,4,6-trimethyl-N-[4-(2-pyrrolidin-1-yl-ethoxy)-phenyl]-N-{1-[4-(tetrahydro-pyran-2-yloxy)-phenyl]-ethyl}-benzenesulfonamide (0.071 g, 0.12 mmol) in 4 mL absolute ethanol was added 0.8 mL of 1.2N HCl. The reaction mixture was stirred at room temperature overnight, was diluted with 10 mL saturated aqueous sodium bicarbonate, and the aqueous solution was washed with methylene chloride (3×10 mL). The combined organic layers were dried (sodium sulfate), filtered, and concentra... Starting materials: N(=[N+]=[N-])CC1CC(C2CN(CC2C1)C(CC1=C(C=CC=C1)OC)=O)(O)C1=C(C=CC=C1)OC ((3aRS,4RS,6SR,7aSR)-6-azidomethyl-4-(2-methoxyphenyl)-2-[(2-methoxyphenyl)acetyl]perhydroisoindol-4-ol). Reagents/catalysts: [Pd] (palladium on carbon). Run in C(C)O (ethanol). Reaction conditions: temperature 60 celsius, time 20 hour. Product: NCC1CC(C2CN(CC2C1)C(CC1=C(C=CC=C1)OC)=O)(O)C1=C(C=CC=C1)OC ((3aRS,4RS,6SR,7aSR)-6-aminomethyl-4-(2-methoxyphenyl)-2-[(2-methoxyphenyl)acetyl]perhydroisoindol-4-ol). Yield: 100.0%. RXN SMILES: [N:1]([CH2:4][CH:5]1[CH2:13][CH:12]2[CH:8]([CH2:9][N:10]([C:14](=[O:24])[CH2:15][C:16]3[CH:21]=[CH:20][CH:19]=[CH:18][C:17]=3[O:22][CH3:23])[CH2:11]2)[C:7]([C:26]2[CH:31]=[CH:30][CH:29]=[CH:28][C:27]=2[O:32][CH3:33])([OH:25])[CH2:6]1)=[N+]=[N-]>[Pd].C(O)C>[NH2:1][CH2:4][CH:5]1[CH2:13][CH:12]2[CH:8]([CH2:9][N:10]([C:14](=[O:24])[CH2:15][C:16]3[CH:21]=[CH:20][CH:19]=[CH:18][C:17]=3[O:22][CH3:23])[CH2:11]2)[C:7]([C:26]2[CH:31]=[CH:30][CH:29]=[CH:28][C:27]=2[O:32][CH3:33])([OH:25])[CH2:6]1. Procedure: A mixture of 6.05 g of (3aRS,4RS,6SR,7aSR)-6-azidomethyl-4-(2-methoxyphenyl)-2-[(2-methoxyphenyl)acetyl]perhydroisoindol-4-ol, 0.6 g of 10% palladium on carbon and 300 cm3 of ethanol is heated to 60° C. Hydrogen is bubbled through for 3 hours, and then the reaction mixture is left at 20° C. for 20 hours and then purged with a stream of nitrogen, filtered and concentrated under reduced pressure (2.7 kPa). 5.7 g of (3aRS,4RS,6SR,7aSR)-6-aminomethyl-4-(2-methoxyphenyl)-2-[(2-methoxyphenyl)acetyl]pe... Starting materials: ice, C(C1=CC=CC=C1)OCCCC(=O)NCCC (4-(benzyloxy)-N-propylbutanamide), [H-].[Al+3].[Li+].[H-].[H-].[H-] (lithium aluminum hydride). Run in C1CCOC1 (THF). Reaction conditions: temperature 45 celsius, time 5 hour. The product is C(C1=CC=CC=C1)OCCCCNCCC (N-[4-(benzyloxy)butyl]-N-propylamine). Isolated yield 99.0%. As a reaction SMILES: [CH2:1]([O:8][CH2:9][CH2:10][CH2:11][C:12]([NH:14][CH2:15][CH2:16][CH3:17])=O)[C:2]1[CH:7]=[CH:6][CH:5]=[CH:4][CH:3]=1.[H-].[Al+3].[Li+].[H-].[H-].[H-]>C1COCC1>[CH2:1]([O:8][CH2:9][CH2:10][CH2:11][CH2:12][NH:14][CH2:15][CH2:16][CH3:17])[C:2]1[CH:7]=[CH:6][CH:5]=[CH:4][CH:3]=1 |f:1.2.3.4.5.6|. Procedure details: To an ice-cold, stirred mixture of 4-(benzyloxy)-N-propylbutanamide (2.59 g, 11.0 mmol) in THF (8 mL) is added lithium aluminum hydride (0.54 g, 14.3 mmol). The reaction mixture is heated to 40-50 degrees C. for 5 hours. The cooled reaction mixture is quenched with water (0.5 mL), sodium hydroxide (2 N, 1.0 mL), and saline (0.5 mL) then diluted with ether (30 mL). The precipitate that formed is filtered off, and the ether phase dried over magnesium sulfate, filtered, and concentrated under reduc... Reactants: C(C)(C)N(CC)C(C)C (diisopropylethylamine), CS(=O)(=O)Cl (methanesulphonyl chloride), FC=1C=NC=C(C1CO)F ((3,5-Difluoropyridine-4-yl)methanol). Solvent: ClCCl (dichloromethane). Reaction conditions: time 16 hour. Product: ClCC1=C(C=NC=C1F)F (4-(Chloromethyl)-3,5-difluoropyridine). Reaction SMILES: [F:1][C:2]1[CH:3]=[N:4][CH:5]=[C:6]([F:10])[C:7]=1[CH2:8]O.C(N(C(C)C)CC)(C)C.CS([Cl:24])(=O)=O>ClCCl>[Cl:24][CH2:8][C:7]1[C:2]([F:1])=[CH:3][N:4]=[CH:5][C:6]=1[F:10]. Procedure details: Under argon, 5.0 g of (3,5-difluoropyridine-4-yl)methanol (Example 114A, 34.5 mmol, 1 equivalent) were initially charged in 100 ml of dichloromethane at −20° C., and 5.7 ml of diisopropylethylamine (34.5 mmol, 1 equivalent) and 2.95 ml of methanesulphonyl chloride (37.9 mmol, 1.1 equivalent) were added in succession. The mixture was warmed to RT and stirred at RT for 16 h and then at 40° C. for 3 h. The reaction solution was then concentrated, and twice 50 ml of toluene were added and the mixtur... Yields the product CC(=O)OCC(C)(C)C(=O)Cl. Reaction SMILES: [C:1]([CH3:2])(=[O:3])[O:4][CH2:5][C:6]([C:7](=[O:8])[OH:9])([CH3:10])[CH3:11].[Cl:12][C:13]([C:14]([Cl:15])=[O:16])=[O:17].[Cl:23][CH2:24][Cl:25].[O:18]=[CH:19][N:20]([CH3:21])[CH3:22]>>[C:1]([CH3:2])(=[O:3])[O:4][CH2:5][C:6]([C:7](=[O:8])[Cl:12])([CH3:10])[CH3:11]. Starting materials: CC(=O)OCC(C)(C)C(=O)O, O=C(Cl)C(=O)Cl, ClCCl, CN(C)C=O.